From a dataset of the Open Reaction Database (ORD), a public repository of structured organic reaction records. describe an organic reaction: reactants, conditions, products, and yield The reactants are C1(=CC=CC=C1)C(C1=CC=CC=C1)=NCC#N ([(diphenylmethylene)amino]acetonitrile), C(CCC)[Li] (n-butyllithium), FC(CI)F (1,1-difluoro-2-iodoethane). Run in C1CCOC1 (THF). Run at temperature -78 celsius, time 15 minute. The product is C1(=CC=CC=C1)C(C1=CC=CC=C1)=NC(C#N)CC(F)F (rac-2-[(Diphenylmethylene)amino]-4,4-difluorobutanonitrile). Isolated yield 58.4%. RXN SMILES: [C:1]1([C:7](=[N:14][CH2:15][C:16]#[N:17])[C:8]2[CH:13]=[CH:12][CH:11]=[CH:10][CH:9]=2)[CH:6]=[CH:5][CH:4]=[CH:3][CH:2]=1.C([Li])CCC.[F:23][CH:24]([F:27])[CH2:25]I>C1COCC1>[C:1]1([C:7](=[N:14][CH:15]([CH2:25][CH:24]([F:27])[F:23])[C:16]#[N:17])[C:8]2[CH:9]=[CH:10][CH:11]=[CH:12][CH:13]=2)[CH:2]=[CH:3][CH:4]=[CH:5][CH:6]=1. Reported procedure: 18 g (81.72 mmol) of [(diphenylmethylene)amino]acetonitrile were initially charged in 500 ml of abs. THF, and 39.22 ml (98.06 mmol) of n-butyllithium (2.5 N in hexane) were added at −78° C. under argon, and the mixture was stirred at −78° C. for a further 15 min. Subsequently, the reaction solution was warmed up to 0° C. 17.25 g (89.89 mmol) of 1,1-difluoro-2-iodoethane were added dropwise to the reaction solution, which was stirred at 0° C. for a further 15 min. The reaction solution was quench... Starting materials: Cc1ccc(C(=O)OC(C)(C)C)cc1N(CC(=O)NCCNC(C)C)CC(=O)N(C)N1Cc2ccccc2C1, ClCCl, O=C(O)C(F)(F)F. The product is Cc1ccc(C(=O)O)cc1N(CC(=O)NCCNC(C)C)CC(=O)N(C)N1Cc2ccccc2C1. As a reaction SMILES: [C:1]([CH3:2])([CH3:3])([CH3:4])[O:5][C:6](=[O:7])[c:8]1[cH:9][cH:10][c:11]([CH3:39])[c:12]([N:14]([CH2:15][C:16](=[O:17])[NH:18][CH2:19][CH2:20][NH:21][CH:22]([CH3:23])[CH3:24])[CH2:25][C:26](=[O:27])[N:28]([CH3:29])[N:30]2[CH2:31][c:32]3[cH:33][cH:34][cH:35][cH:36][c:37]3[CH2:38]2)[cH:13]1.[Cl:47][CH2:48][Cl:49].[OH:40][C:41]([C:42]([F:43])([F:44])[F:45])=[O:46]>>[O:5]=[C:6]([OH:7])[c:8]1[cH:9][cH:10][c:11]([CH3:39])[c:12]([N:14]([CH2:15][C:16](=[O:17])[NH:18][CH2:19][CH2:20][NH:21][CH:22]([CH3:23])[CH3:24])[CH2:25][C:26](=[O:27])[N:28]([CH3:29])[N:30]2[CH2:31][c:32]3[cH:33][cH:34][cH:35][cH:36][c:37]3[CH2:38]2)[cH:13]1. Starting materials: Br, COc1ccc(Cn2c(CC(C)(C)CC(=O)O)nc3ccccc32)cc1, CC(=O)O. The product is CC(C)(CC(=O)O)Cc1nc2ccccc2n1Cc1ccc(O)cc1. Reaction SMILES: [BrH:31].[CH3:1][O:2][c:3]1[cH:4][cH:5][c:6]([CH2:7][n:8]2[c:9]([CH2:17][C:18]([CH2:19][C:20](=[O:21])[OH:22])([CH3:23])[CH3:24])[n:10][c:11]3[c:12]2[cH:13][cH:14][cH:15][cH:16]3)[cH:25][cH:26]1.[CH3:27][C:28](=[O:29])[OH:30]>>[OH:2][c:3]1[cH:4][cH:5][c:6]([CH2:7][n:8]2[c:9]([CH2:17][C:18]([CH2:19][C:20](=[O:21])[OH:22])([CH3:23])[CH3:24])[n:10][c:11]3[c:12]2[cH:13][cH:14][cH:15][cH:16]3)[cH:25][cH:26]1. Reactants: CO, COC(=O)c1ccc(C(F)(F)F)c(SC)c1OC, Cl, [Na+], [OH-], O. Product: COc1c(C(=O)O)ccc(C(F)(F)F)c1SC. RXN SMILES: [CH3:23][OH:24].[CH3:3][O:4][c:5]1[c:6]([C:7](=[O:8])[O:9][CH3:10])[cH:11][cH:12][c:13]([C:17]([F:18])([F:19])[F:20])[c:14]1[S:15][CH3:16].[ClH:22].[Na+:2].[OH-:1].[OH2:21]>>[CH3:3][O:4][c:5]1[c:6]([C:7](=[O:8])[OH:9])[cH:11][cH:12][c:13]([C:17]([F:18])([F:19])[F:20])[c:14]1[S:15][CH3:16]. Starting materials: CS(=O)(=O)Cl, ClCCl, COC(=O)c1cc(N)cc(C(=O)OC)c1, c1ccncc1. Product: COC(=O)c1cc(NS(C)(=O)=O)cc(C(=O)OC)c1. RXN SMILES: [CH3:22][S:23]([Cl:24])(=[O:25])=[O:26].[Cl:27][CH2:28][Cl:29].[NH2:1][c:2]1[cH:3][c:4]([C:12](=[O:13])[O:14][CH3:15])[cH:5][c:6]([C:7](=[O:8])[O:9][CH3:10])[cH:11]1.[cH:16]1[cH:17][cH:18][n:19][cH:20][cH:21]1>>[NH:1]([c:2]1[cH:3][c:4]([C:12](=[O:13])[O:14][CH3:15])[cH:5][c:6]([C:7](=[O:8])[O:9][CH3:10])[cH:11]1)[S:23]([CH3:22])(=[O:25])=[O:26]. The reactants are BrC=1C=CC(=C(C#N)C1)I (5-bromo-2-iodobenzonitrile), B.C1CCOC1 (BH3-THF), [OH-].[K+] (KOH), Cl (HCl). Solvent: O1CCCC1 (tetrahydrofuran). Conditions: time 10 minute. The product is BrC=1C=CC(=C(C1)CN)I ((5-bromo-2-iodophenyl)methanamine). Isolated yield 66.3%. Reaction SMILES: [Br:1][C:2]1[CH:3]=[CH:4][C:5]([I:10])=[C:6]([CH:9]=1)[C:7]#[N:8].B.C1COCC1.Cl.[OH-].[K+]>O1CCCC1>[Br:1][C:2]1[CH:3]=[CH:4][C:5]([I:10])=[C:6]([CH2:7][NH2:8])[CH:9]=1 |f:1.2,4.5|. Procedure: To a solution of 5-bromo-2-iodobenzonitrile (9.21 g, 0.03 mol) in tetrahydrofuran (140 mL) at 0° C. was added BH3-THF (66 mL, 66 mmol, 1 M solution in tetrahydrofuran) dropwise over 1 hour. The reaction solution was stirred at room temperature for 10 minutes, and then heated to reflux for overnight. 10% aqueous HCl was added (to adjust to pH 2-3) and stirred for 20 minutes, then the mixture was basified with 10 M aqueous KOH up to pH>10. The mixture was extracted with ethyl acetate three times. ...